This data is from the Open Reaction Database (ORD), a public repository of structured organic reaction records. The task is: describe an organic reaction: reactants, conditions, products, and yield The reactants are [H-].C(C(C)C)[Al+]CC(C)C (diisobutylaluminum hydride), C([O-])(O)=O.[Na+] (sodium bicarbonate), CN1CCC(C(=O)OC)CC1 (methyl 1-methylisonipecotate), [Cl-].[NH4+] (ammonium chloride). Solvent: CCCCCC (hexane), CCCCCC (hexane). Reaction conditions: time 1.5 hour. Product: CN1CCC(CC1)C=O (1-Methylpiperidine-4-carboxaldehyde). Isolated yield 78.6%. As a reaction SMILES: [CH3:1][N:2]1[CH2:11][CH2:10][CH:5]([C:6](OC)=[O:7])[CH2:4][CH2:3]1.[H-].C([Al+]CC(C)C)C(C)C.[Cl-].[NH4+].C(=O)(O)[O-].[Na+]>CCCCCC>[CH3:1][N:2]1[CH2:11][CH2:10][CH:5]([CH:6]=[O:7])[CH2:4][CH2:3]1 |f:1.2,3.4,5.6|. Reported procedure: To a deep cold (below -70° C.) solution of methyl 1-methylisonipecotate (15.7 g. 0.1 mol) in 500 mL of hexane was added, dropwise over 1 hr, 100 mL of 1N diisobutylaluminum hydride (DIBAL-H) in hexane. The solution was stirred for 1.5 h, and 20 mL of saturated aqueous ammonium chloride was very slowly added. The reaction mixture was gradually allowed to come to ambient temperature and stirring was continued for an additional hour. To the reaction mixture was added 10 mL of saturated aqueous sodi...